Dataset: the Open Reaction Database (ORD), a public repository of structured organic reaction records. Task: describe an organic reaction: reactants, conditions, products, and yield Starting materials: C(C)OC(C1=CC=C(C=C1)N1C=C(C2=CC(=C(C=C12)Cl)OS(=O)(=O)C(F)(F)F)C#N)=O (4-(6-chloro-3-cyano-5-trifluoromethanesulfonyloxyindol-1-yl)benzoic acid ethyl ester), CB1OB(OB(O1)C)C (trimethylboroxine), P(=O)([O-])([O-])[O-].[K+].[K+].[K+] (tripotassium phosphate). The reagents and catalysts are [Pd].C1(=CC=CC=C1)P(C1=CC=CC=C1)C1=CC=CC=C1.C1(=CC=CC=C1)P(C1=CC=CC=C1)C1=CC=CC=C1.C1(=CC=CC=C1)P(C1=CC=CC=C1)C1=CC=CC=C1.C1(=CC=CC=C1)P(C1=CC=CC=C1)C1=CC=CC=C1 (tetrakis(triphenylphosphine) palladium). Solvent: O1CCOCC1 (dioxane). Run at temperature 80 celsius, time 1 day. The product is C(C)OC(C1=CC=C(C=C1)N1C=C(C2=CC(=C(C=C12)Cl)C)C#N)=O (4-(6-Chloro-3-cyano-5-methylindol-1-yl)benzoic acid ethyl ester). Reaction SMILES: [CH2:1]([O:3][C:4](=[O:31])[C:5]1[CH:10]=[CH:9][C:8]([N:11]2[C:19]3[C:14](=[CH:15][C:16](OS(C(F)(F)F)(=O)=O)=[C:17]([Cl:20])[CH:18]=3)[C:13]([C:29]#[N:30])=[CH:12]2)=[CH:7][CH:6]=1)[CH3:2].[CH3:32]B1OB(C)OB(C)O1.P([O-])([O-])([O-])=O.[K+].[K+].[K+]>O1CCOCC1.[Pd].C1(P(C2C=CC=CC=2)C2C=CC=CC=2)C=CC=CC=1.C1(P(C2C=CC=CC=2)C2C=CC=CC=2)C=CC=CC=1.C1(P(C2C=CC=CC=2)C2C=CC=CC=2)C=CC=CC=1.C1(P(C2C=CC=CC=2)C2C=CC=CC=2)C=CC=CC=1>[CH2:1]([O:3][C:4](=[O:31])[C:5]1[CH:6]=[CH:7][C:8]([N:11]2[C:19]3[C:14](=[CH:15][C:16]([CH3:32])=[C:17]([Cl:20])[CH:18]=3)[C:13]([C:29]#[N:30])=[CH:12]2)=[CH:9][CH:10]=1)[CH3:2] |f:2.3.4.5,7.8.9.10.11|. Reported procedure: To a solution of 4-(6-chloro-3-cyano-5-trifluoromethanesulfonyloxyindol-1-yl)benzoic acid ethyl ester (0.103 g), trimethylboroxine (0.033 g) and tripotassium phosphate (0.070 g) in dioxane (2.0 mL) was added tetrakis(triphenylphosphine) palladium catalyst (0.038 g), and this mixture was stirred at 80° C. for 1 day. The reaction mixture was purified by column chromatography on silica gel (eluent: ethyl acetate/n-hexane=75/25) to give the title compound (0568 g). The reactants are COC1CCC(CC(=O)O)CC1, Cl, NC1CCC(CCN2CCC(c3cccc4c3OCO4)CC2)CC1. Yields the product COC1CCC(CC(=O)NC2CCC(CCN3CCC(c4cccc5c4OCO5)CC3)CC2)CC1. RXN SMILES: [CH3:26][O:27][CH:28]1[CH2:29][CH2:30][CH:31]([CH2:34][C:35](=[O:36])[OH:37])[CH2:32][CH2:33]1.[ClH:1].[O:2]1[CH2:3][O:4][c:5]2[c:6]1[cH:7][cH:8][cH:9][c:10]2[CH:11]1[CH2:12][CH2:13][N:14]([CH2:17][CH2:18][CH:19]2[CH2:20][CH2:21][CH:22]([NH2:25])[CH2:23][CH2:24]2)[CH2:15][CH2:16]1>>[O:2]1[CH2:3][O:4][c:5]2[c:6]1[cH:7][cH:8][cH:9][c:10]2[CH:11]1[CH2:12][CH2:13][N:14]([CH2:17][CH2:18][CH:19]2[CH2:20][CH2:21][CH:22]([NH:25][C:35]([CH2:34][CH:31]3[CH2:30][CH2:29][CH:28]([O:27][CH3:26])[CH2:33][CH2:32]3)=[O:36])[CH2:23][CH2:24]2)[CH2:15][CH2:16]1. Reactants: O=C([O-])[O-], C=C(C)CCl, [K+], [K+], CN(C)C=O, O, Cc1c(O)cc2c(c1C)N(C=O)CC2. Product: C=C(C)COc1cc2c(c(C)c1C)N(C=O)CC2. As a reaction SMILES: [C:20](=[O:21])([O-:22])[O-:23].[Cl:15][CH2:16][C:17](=[CH2:18])[CH3:19].[K+:24].[K+:25].[O:27]=[CH:28][N:29]([CH3:30])[CH3:31].[OH2:26].[OH:1][c:2]1[cH:3][c:4]2[c:8]([c:9]([CH3:12])[c:10]1[CH3:11])[N:7]([CH:13]=[O:14])[CH2:6][CH2:5]2>>[O:1]([c:2]1[cH:3][c:4]2[c:8]([c:9]([CH3:12])[c:10]1[CH3:11])[N:7]([CH:13]=[O:14])[CH2:6][CH2:5]2)[CH2:18][C:17](=[CH2:16])[CH3:19]. Reactants: CCCCCC, Cc1ccccc1, CCCCC, CC(C)NC(C)C, CC(C)C1C(=O)CCc2cc(F)ccc21, [Li]CCCC, C1CCOC1, O, CC(=O)N(C)CCCc1nc2ccccc2[nH]1. The product is CC(C)C1c2ccc(F)cc2CCC1(O)CC(=O)N(C)CCCc1nc2ccccc2[nH]1. Reaction SMILES: [CH3:45][CH2:46][CH2:47][CH2:48][CH2:49][CH3:50].[CH3:56][c:57]1[cH:58][cH:59][cH:60][cH:61][cH:62]1.[CH3:64][CH2:65][CH2:66][CH2:67][CH3:68].[CH:6]([NH:7][CH:8]([CH3:9])[CH3:10])([CH3:11])[CH3:12].[F:30][c:31]1[cH:32][c:33]2[c:38]([cH:39][cH:40]1)[CH:37]([CH:41]([CH3:42])[CH3:43])[C:36](=[O:44])[CH2:35][CH2:34]2.[Li:1][CH2:2][CH2:3][CH2:4][CH3:5].[O:51]1[CH2:52][CH2:53][CH2:54][CH2:55]1.[OH2:63].[nH:13]1[c:14]([CH2:22][CH2:23][CH2:24][N:25]([C:26]([CH3:27])=[O:28])[CH3:29])[n:15][c:16]2[c:17]1[cH:18][cH:19][cH:20][cH:21]2>>[nH:13]1[c:14]([CH2:22][CH2:23][CH2:24][N:25]([C:26]([CH2:27][C:36]2([OH:44])[CH2:35][CH2:34][c:33]3[cH:32][c:31]([F:30])[cH:40][cH:39][c:38]3[CH:37]2[CH:41]([CH3:42])[CH3:43])=[O:28])[CH3:29])[n:15][c:16]2[c:17]1[cH:18][cH:19][cH:20][cH:21]2. Starting materials: N(=O)[O-].[Na+] (sodium nitrite), NC=1C=CC=C2N=C(C(=NC12)CN1C(C2=CC=CC=C2C1=O)=O)C1=C(C=CC=C1)Cl (2-((8-amino-3-(2-chlorophenyl)quinoxalin-2-yl)methyl)isoindoline-1,3-dione), CC(=O)C (acetone), [I-].[K+] (potassium iodide), Cl (hydrochloric acid). Reaction conditions: temperature 0 celsius. The product is ClC1=C(C=CC=C1)C=1C(=NC2=C(C=CC=C2N1)I)CN1C(C2=CC=CC=C2C1=O)=O (2-((3-(2-chlorophenyl)-8-iodoquinoxalin-2-yl)methyl)-isoindoline-1,3-dione). RXN SMILES: N[C:2]1[CH:3]=[CH:4][CH:5]=[C:6]2[C:11]=1[N:10]=[C:9]([CH2:12][N:13]1[C:21](=[O:22])[C:20]3[C:15](=[CH:16][CH:17]=[CH:18][CH:19]=3)[C:14]1=[O:23])[C:8]([C:24]1[CH:29]=[CH:28][CH:27]=[CH:26][C:25]=1[Cl:30])=[N:7]2.CC(C)=O.Cl.N([O-])=O.[Na+].[I-:40].[K+]>>[Cl:30][C:25]1[CH:26]=[CH:27][CH:28]=[CH:29][C:24]=1[C:8]1[C:9]([CH2:12][N:13]2[C:21](=[O:22])[C:20]3[C:15](=[CH:16][CH:17]=[CH:18][CH:19]=3)[C:14]2=[O:23])=[N:10][C:11]2[C:6]([N:7]=1)=[CH:5][CH:4]=[CH:3][C:2]=2[I:40] |f:3.4,5.6|. Procedure details: 2-((8-amino-3-(2-chlorophenyl)quinoxalin-2-yl)methyl)isoindoline-1,3-dione (1.1337 g, 2.733 mmol) was dissolved in acetone (39.04 mL, 2.733 mmol) and cooled to 0° C. While being stirred, the solution was treated first with 2 M hydrochloric acid (7.652 mL, 15.30 mmol) and then dropwise with 1 M aq. sodium nitrite (5.466 mL, 5.466 mmol) while maintaining the temperature of the mixture at 0° C. After the additions were complete, the mixture was stirred for 15 min and then treated with 5 M aq. potas... Procedure: In a 20 L 3 necked flask, N-(3-Methyl-5,7,8,9-tetrahydrospiro[benzo[7]annulene-6,2′-[1,3]dioxolan]-2-yl)acetamide (78) (900 g, 3.27 mol) was dissolved in chloroform (10 L). KOAc (634 g, 6.54 mol), HOAc (382 mL, 6.54 mol), acetic anhydride (655 mL, 6.54 mol), 18-crown-6 (130 g, 523 mmol) and isoamylnitrite (1.30 L, 13.4 mol) were respectively added. The mixture was heated to reflux for about 3 h. Acetic anhydride (900 mL, 9.54 mol) and isoamylnitrite (1.80 L, 13.4 mol) were added and the mixture ... The product is O1C2(OCC1)CCCC1=C(C=C3C=NN(C3=C1)C(C)=O)C2 (1-(5,7,8,9-Tetrahydro-1H-spiro[cyclohepta[f]indazole-6,2′-[1,3]dioxolan]-1-yl)ethanone). The reactants are C(C)(=O)OC(C)=O (Acetic anhydride), C(CC(C)C)ON=O (isoamylnitrite), C(=O)(O)[O-].[Na+] (NaHCO3), C(=O)(O)[O-].[Na+] (NaHCO3), CC(=O)[O-].[K+] (KOAc), CC(=O)O (HOAc), C(C)(=O)OC(C)=O (acetic anhydride), C1COCCOCCOCCOCCOCCO1 (18-crown-6), C(CC(C)C)ON=O (isoamylnitrite), CC1=CC2=C(CCCC3(OCCO3)C2)C=C1NC(C)=O (N-(3-Methyl-5,7,8,9-tetrahydrospiro[benzo[7]annulene-6,2′-[1,3]dioxolan]-2-yl)acetamide). Isolated yield 48.1%. Run in FC1=CC=C(C=C1)N1N=CC2=CC=C(C=C12)CCCC(=O)O (4-(1-(4-fluorophenyl)-1H-indazol-6-yl)butanoic acid), C(Cl)(Cl)Cl (chloroform). As a reaction SMILES: [CH3:1][C:2]1[C:16]([NH:17][C:18](=[O:20])[CH3:19])=[CH:15][C:5]2[CH2:6][CH2:7][CH2:8][C:9]3([CH2:14][C:4]=2[CH:3]=1)[O:13][CH2:12][CH2:11][O:10]3.CC([O-])=O.[K+].CC(O)=O.C(OC(=O)C)(=O)C.C1OCCOCCOCCOCCOCCOC1.C(O[N:61]=O)CC(C)C.C([O-])(O)=O.[Na+]>FC1C=CC(N2C3C(=CC=C(CCCC(O)=O)C=3)C=N2)=CC=1.C(Cl)(Cl)Cl>[O:10]1[CH2:11][CH2:12][O:13][C:9]21[CH2:14][C:4]1[CH:3]=[C:2]3[C:16](=[CH:15][C:5]=1[CH2:6][CH2:7][CH2:8]2)[N:17]([C:18](=[O:20])[CH3:19])[N:61]=[CH:1]3 |f:1.2,7.8|. Run at time 1 hour. The reactants are C(C)(C)(C)ON=C1C=C(OC2=CC=C(C=C12)OCCCCl)C1=CC=2N(C=N1)C=CC2 (6-(3-chloro-propoxy)-2-pyrrolo[1,2-c]pyrimidin-3-yl-chromen-4-one O-tert-butyl oxime), N1CCOCC1 (morpholine). Product: Cl.N1(CCOCC1)CCCOC=1C=C2C(C=C(OC2=CC1)C1=CC=2N(C=N1)C=CC2)=NO (6-(3-morpholin-4-yl-propoxy)-2-pyrrolo[1,2-c]pyrimidin-3-yl-chromen-4-one oxime, hydrochloride). RXN SMILES: C([O:5][N:6]=[C:7]1[C:16]2[C:11](=[CH:12][CH:13]=[C:14]([O:17][CH2:18][CH2:19][CH2:20][Cl:21])[CH:15]=2)[O:10][C:9]([C:22]2[N:27]=[CH:26][N:25]3[CH:28]=[CH:29][CH:30]=[C:24]3[CH:23]=2)=[CH:8]1)(C)(C)C.[NH:31]1[CH2:36][CH2:35][O:34][CH2:33][CH2:32]1>>[ClH:21].[N:31]1([CH2:20][CH2:19][CH2:18][O:17][C:14]2[CH:15]=[C:16]3[C:11](=[CH:12][CH:13]=2)[O:10][C:9]([C:22]2[N:27]=[CH:26][N:25]4[CH:28]=[CH:29][CH:30]=[C:24]4[CH:23]=2)=[CH:8][C:7]3=[N:6][OH:5])[CH2:36][CH2:35][O:34][CH2:33][CH2:32]1 |f:2.3|. Procedure: 6-(3-morpholin-4-yl-propoxy)-2-pyrrolo[1,2-c]pyrimidin-3-yl-chromen-4-one oxime, hydrochloride was prepared in 29% overall yield using the method described in example 87, starting from 6-(3-chloro-propoxy)-2-pyrrolo[1,2-c]pyrimidin-3-yl-chromen-4-one O-tert-butyl oxime (example 101A) and morpholine. The reactants are N12CCCN=C2CCC1 (1,5-Diazabicyclo[4.3.0]non-5-ene), [Br-].C(=O)(OC)C1=C(C[P+](C2=CC=CC=C2)(C2=CC=CC=C2)C2=CC=CC=C2)C=CC=C1 (2-(carbomethoxy)benzyl triphenylphosphonium bromide), C1(=CC=C(C=C1)C=O)C (p-tolualdehyde). Solvent: C(C)#N (acetonitrile). The product is C(=O)(O)C1=C(C=CC=C1)C=CC1=CC=C(C=C1)C (2-carboxy-4'-methyl stilbene). Isolated yield 91.1%. Reaction SMILES: N12CCCC1=NCCC2.[Br-].[C:11]([C:15]1[CH:40]=[CH:39][CH:38]=[CH:37][C:16]=1[CH2:17][P+](C1C=CC=CC=1)(C1C=CC=CC=1)C1C=CC=CC=1)([O:13]C)=[O:12].[C:41]1([CH3:49])[CH:46]=[CH:45][C:44]([CH:47]=O)=[CH:43][CH:42]=1>C(#N)C>[C:11]([C:15]1[CH:40]=[CH:39][CH:38]=[CH:37][C:16]=1[CH:17]=[CH:49][C:41]1[CH:46]=[CH:45][C:44]([CH3:47])=[CH:43][CH:42]=1)([OH:13])=[O:12] |f:1.2|. Procedure: 1,5-Diazabicyclo[4.3.0]non-5-ene (29.1 g) was added to a solution of 2-(carbomethoxy)benzyl triphenylphosphonium bromide (100 g) and p-tolualdehyde (26.7 g) in acetonitrile (250 ml). The mixture was refluxed for 10 minutes, the solvents removed in vacuo and the residue dissolved in chloroform (200 ml). Washed with lN aqueous hydrochloric acid (100ml) and water (100 ml), then dried over sodium sulphate filtered and evaporated. The residue was refluxed overniqht in water (250 ml) and methanol (100... The reactants are CC(C)(C)[Si](C)(C)OCCNC1CCN(c2ccc3c(C(=O)NCC4(O)CCCCCC4)c(Cl)ccc3n2)C1, Cl, C1CCOC1. Reaction SMILES: [C:1]([Si:2]([CH3:3])([CH3:4])[O:6][CH2:7][CH2:8][NH:9][CH:10]1[CH2:11][N:12]([c:15]2[n:16][c:17]3[cH:18][cH:19][c:20]([Cl:37])[c:21]([C:25](=[O:26])[NH:27][CH2:28][C:29]4([OH:36])[CH2:30][CH2:31][CH2:32][CH2:33][CH2:34][CH2:35]4)[c:22]3[cH:23][cH:24]2)[CH2:13][CH2:14]1)([CH3:5])([CH3:38])[CH3:39].[ClH:40].[O:41]1[CH2:42][CH2:43][CH2:44][CH2:45]1>>[OH:6][CH2:7][CH2:8][NH:9][CH:10]1[CH2:11][N:12]([c:15]2[n:16][c:17]3[cH:18][cH:19][c:20]([Cl:37])[c:21]([C:25](=[O:26])[NH:27][CH2:28][C:29]4([OH:36])[CH2:30][CH2:31][CH2:32][CH2:33][CH2:34][CH2:35]4)[c:22]3[cH:23][cH:24]2)[CH2:13][CH2:14]1. The product is O=C(NCC1(O)CCCCCC1)c1c(Cl)ccc2nc(N3CCC(NCCO)C3)ccc12. Starting materials: COC(=O)Nc1ccc2ccccc2c1-c1c(P(=O)(c2ccccc2)c2ccccc2)ccc2ccccc12, CO, [K+], [OH-]. Product: Nc1ccc2ccccc2c1-c1c(P(=O)(c2ccccc2)c2ccccc2)ccc2ccccc12. RXN SMILES: [CH3:1][O:2][C:3](=[O:4])[NH:5][c:6]1[c:7](-[c:16]2[c:17]([P:26](=[O:27])([c:28]3[cH:29][cH:30][cH:31][cH:32][cH:33]3)[c:34]3[cH:35][cH:36][cH:37][cH:38][cH:39]3)[cH:18][cH:19][c:20]3[cH:21][cH:22][cH:23][cH:24][c:25]23)[c:8]2[cH:9][cH:10][cH:11][cH:12][c:13]2[cH:14][cH:15]1.[CH3:42][OH:43].[K+:41].[OH-:40]>>[NH2:5][c:6]1[c:7](-[c:16]2[c:17]([P:26](=[O:27])([c:28]3[cH:29][cH:30][cH:31][cH:32][cH:33]3)[c:34]3[cH:35][cH:36][cH:37][cH:38][cH:39]3)[cH:18][cH:19][c:20]3[cH:21][cH:22][cH:23][cH:24][c:25]23)[c:8]2[cH:9][cH:10][cH:11][cH:12][c:13]2[cH:14][cH:15]1.